From a dataset of the Open Reaction Database (ORD), a public repository of structured organic reaction records. describe an organic reaction: reactants, conditions, products, and yield Starting materials: C=CCOc1c(C)cccc1C(=O)NC1(C(=O)OCC)Cc2cccc3cccc(c23)C1, CCO, [K+], [OH-], O. The product is C=CCOc1c(C)cccc1C(=O)NC1(C(=O)O)Cc2cccc3cccc(c23)C1. RXN SMILES: [CH2:1]([CH3:2])[O:3][C:4](=[O:5])[C:6]1([NH:19][C:20]([c:21]2[c:22]([O:28][CH2:29][CH:30]=[CH2:31])[c:23]([CH3:27])[cH:24][cH:25][cH:26]2)=[O:32])[CH2:7][c:8]2[cH:9][cH:10][cH:11][c:12]3[cH:13][cH:14][cH:15][c:16]([c:18]23)[CH2:17]1.[CH3:36][CH2:37][OH:38].[K+:34].[OH-:33].[OH2:35]>>[O:3]=[C:4]([OH:5])[C:6]1([NH:19][C:20]([c:21]2[c:22]([O:28][CH2:29][CH:30]=[CH2:31])[c:23]([CH3:27])[cH:24][cH:25][cH:26]2)=[O:32])[CH2:7][c:8]2[cH:9][cH:10][cH:11][c:12]3[cH:13][cH:14][cH:15][c:16]([c:18]23)[CH2:17]1. The reactants are CN(C)C=O, [H-], [Na+], Cc1ccc(S(=O)(=O)OCC2CC3c4cccc5[nH]cc(c45)CC3N(C)C2)cc1, c1cn[nH]c1. Product: CN1CC(Cn2cccn2)CC2c3cccc4[nH]cc(c34)CC21. RXN SMILES: [CH3:37][N:38]([CH3:39])[CH:40]=[O:41].[H-:1].[Na+:2].[O:8]([S:9]([c:10]1[cH:11][cH:12][c:13]([CH3:14])[cH:15][cH:16]1)(=[O:17])=[O:18])[CH2:19][CH:20]1[CH2:21][N:22]([CH3:36])[CH:23]2[CH2:24][c:25]3[cH:26][nH:27][c:28]4[cH:29][cH:30][cH:31][c:32]([c:35]34)[CH:33]2[CH2:34]1.[nH:3]1[n:4][cH:5][cH:6][cH:7]1>>[n:3]1([CH2:19][CH:20]2[CH2:21][N:22]([CH3:36])[CH:23]3[CH2:24][c:25]4[cH:26][nH:27][c:28]5[cH:29][cH:30][cH:31][c:32]([c:35]45)[CH:33]3[CH2:34]2)[n:4][cH:5][cH:6][cH:7]1. Reactants: [H][H] (hydrogen), FC1=CC=C(C(=O)C2CCN(CC2)CCN2C(NC3=CC=C(C=C3C2=O)[N+](=O)[O-])=O)C=C1 (3-[2-[4-(4-fluorobenzoyl)-1-piperidinyl]ethyl]-6-nitro-2,4(1H,3H)-quinazolinedione), S1C=CC=C1 (thiophene), C(C)(=O)O (acetic acid), CO (methanol). The reagents and catalysts are [Pt] (platinum-on-charcoal). The product is C(\C=C/C(=O)O)(=O)O.FC1=CC=C(C(=O)C2CCN(CC2)CCN2C(NC3=CC=C(C=C3C2=O)NC(C)=O)=O)C=C1 (N-[3-[2-[4-(4-fluorobenzoyl)-1-piperidinyl]ethyl]-1,2,3,4-tetrahydro-2,4-dioxo-6-quinazolinyl]-acetamide (Z)-2-butenedioate). The yield is 32.0%. RXN SMILES: [F:1][C:2]1[CH:32]=[CH:31][C:5]([C:6]([CH:8]2[CH2:13][CH2:12][N:11]([CH2:14][CH2:15][N:16]3[C:25](=[O:26])[C:24]4[C:19](=[CH:20][CH:21]=[C:22]([N+:27]([O-])=O)[CH:23]=4)[NH:18][C:17]3=[O:30])[CH2:10][CH2:9]2)=[O:7])=[CH:4][CH:3]=1.S1C=CC=C1.[C:38]([OH:41])(=[O:40])[CH3:39].[H][H].C[OH:45]>[Pt]>[C:25]([OH:26])(=[O:45])/[CH:24]=[CH:39]\[C:38]([OH:41])=[O:40].[F:1][C:2]1[CH:32]=[CH:31][C:5]([C:6]([CH:8]2[CH2:13][CH2:12][N:11]([CH2:14][CH2:15][N:16]3[C:25](=[O:26])[C:24]4[C:19](=[CH:20][CH:21]=[C:22]([NH:27][C:38](=[O:40])[CH3:39])[CH:23]=4)[NH:18][C:17]3=[O:30])[CH2:10][CH2:9]2)=[O:7])=[CH:4][CH:3]=1 |f:6.7|. Procedure details: A mixture of 1.2 parts of 3-[2-[4-(4-fluorobenzoyl)-1-piperidinyl]ethyl]-6-nitro-2,4(1H,3H)-quinazolinedione, 0.5 parts of a solution of thiophene in methanol 4% and 100 parts of acetic acid was hydrogenated at normal pressure and at room temperature with 1 part of platinum-on-charcoal catalyst 5%. After the calculated amount of hydrogen was taken up, the catalyst was filtered off and 10 parts of acetic acid anhydride were added to the filtrate. The whole was stirred and refluxed for 3 hours. Af... The reactants are BrC1=CC2=C(N1C(C)C)C(N(C2=O)C2=C(C(=CC=C2)Cl)F)C2=NC=C(C=C2)Cl (2-bromo-5-(3-chloro-2-fluorophenyl)-6-(5-chloropyridin-2-yl)-1-isopropyl-5,6-dihydropyrrolo[3,4-b]pyrrol-4(1H)-one), BrC1=CC2=C(N1C(C)C)C(N(C2=O)C2=C(C=CC(=C2)Cl)C)C2=CC=C(C=C2)Cl (2-bromo-5-(5-chloro-2-methyl-phenyl)-6-(4-chloro-phenyl)-1-isopropyl-5,6-dihydro-1H-pyrrolo[3,4-b]pyrrol-4-one), COC1=NC(=NC=C1B1OC(C(O1)(C)C)(C)C)N (4-methoxy-5-(4,4,5,5-tetramethyl-[1,3,2]dioxaborolan-2-yl)-pyrimidin-2-ylamine), COC1=NC(=NC=C1B1OC(C(O1)(C)C)(C)C)N(C)C (4-methoxy-N,N-dimethyl-5-(4,4,5,5-tetramethyl-1,3,2-dioxaborolan-2-yl)pyrimidin-2-amine), COC1=NC(=NC=C1B1OC(C(O1)(C)C)(C)C)N(C)C (4-methoxy-N,N-dimethyl-5-(4,4,5,5-tetramethyl-1,3,2-dioxaborolan-2-yl)pyrimidin-2-amine). Yields the product ClC=1C(=C(C=CC1)N1C(C=2N(C(=CC2C1=O)C=1C(=NC(=NC1)N(C)C)OC)C(C)C)C1=NC=C(C=C1)Cl)F (5-(3-Chloro-2-fluorophenyl)-6-(5-chloropyridin-2-yl)-2-(2-(dimethylamino)-4-methoxypyrimidin-5-yl)-1-isopropyl-5,6-dihydropyrrolo[3,4-b]pyrrol-4(1H)-one). As a reaction SMILES: Br[C:2]1[N:6]([CH:7]([CH3:9])[CH3:8])[C:5]2[CH:10]([C:22]3[CH:27]=[CH:26][C:25]([Cl:28])=[CH:24][N:23]=3)[N:11]([C:14]3[CH:19]=[CH:18][CH:17]=[C:16]([Cl:20])[C:15]=3[F:21])[C:12](=[O:13])[C:4]=2[CH:3]=1.[CH3:29][O:30][C:31]1[C:36](B2OC(C)(C)C(C)(C)O2)=[CH:35][N:34]=[C:33]([N:46]([CH3:48])[CH3:47])[N:32]=1.BrC1N(C(C)C)C2C(C3C=CC(Cl)=CC=3)N(C3C=C(Cl)C=CC=3C)C(=O)C=2C=1.COC1C(B2OC(C)(C)C(C)(C)O2)=CN=C(N)N=1>>[Cl:20][C:16]1[C:15]([F:21])=[C:14]([N:11]2[C:12](=[O:13])[C:4]3[CH:3]=[C:2]([C:36]4[C:31]([O:30][CH3:29])=[N:32][C:33]([N:46]([CH3:47])[CH3:48])=[N:34][CH:35]=4)[N:6]([CH:7]([CH3:9])[CH3:8])[C:5]=3[CH:10]2[C:22]2[CH:27]=[CH:26][C:25]([Cl:28])=[CH:24][N:23]=2)[CH:19]=[CH:18][CH:17]=1. Procedure: The title compound was prepared in analogy to the procedure described for Example 25 but 2-bromo-5-(3-chloro-2-fluorophenyl)-6-(5-chloropyridin-2-yl)-1-isopropyl-5,6-dihydropyrrolo[3,4-b]pyrrol-4(1H)-one (Intermediate BT) and 4-methoxy-N,N-dimethyl-5-(4,4,5,5-tetramethyl-1,3,2-dioxaborolan-2-yl)pyrimidin-2-amine (Intermediate W) were used instead of 2-bromo-5-(5-chloro-2-methyl-phenyl)-6-(4-chloro-phenyl)-1-isopropyl-5,6-dihydro-1H-pyrrolo[3,4-b]pyrrol-4-one and 4-methoxy-5-(4,4,5,5-tetramethyl-... Reactants: CC(C)(C)OC(=O)COc1cccc2c1CCCC2N, CN(C)c1ccncc1, O=S(=O)(Cl)c1ccc(F)c(Cl)c1, Cl, C1CCOC1. The product is CC(C)(C)OC(=O)COc1cccc2c1CCCC2NS(=O)(=O)c1ccc(F)c(Cl)c1. Reaction SMILES: [C:2]([CH3:3])([CH3:4])([CH3:5])[O:6][C:7]([CH2:8][O:9][c:10]1[cH:11][cH:12][cH:13][c:14]2[c:19]1[CH2:18][CH2:17][CH2:16][CH:15]2[NH2:20])=[O:21].[CH3:34][N:35]([CH3:36])[c:37]1[cH:38][cH:39][n:40][cH:41][cH:42]1.[Cl:22][c:23]1[cH:24][c:25]([S:30](=[O:31])(=[O:32])[Cl:33])[cH:26][cH:27][c:28]1[F:29].[ClH:1].[O:43]1[CH2:44][CH2:45][CH2:46][CH2:47]1>>[C:2]([CH3:3])([CH3:4])([CH3:5])[O:6][C:7]([CH2:8][O:9][c:10]1[cH:11][cH:12][cH:13][c:14]2[c:19]1[CH2:18][CH2:17][CH2:16][CH:15]2[NH:20][S:30]([c:25]1[cH:24][c:23]([Cl:22])[c:28]([F:29])[cH:27][cH:26]1)(=[O:31])=[O:32])=[O:21].